From a dataset of the Open Reaction Database (ORD), a public repository of structured organic reaction records. describe an organic reaction: reactants, conditions, products, and yield Reactants: C#Cc1ccc(CCCC)cc1, CC#N, [Cu]I, Nc1ccc(I)cc1, Cl[Pd]Cl, c1ccc(P(c2ccccc2)c2ccccc2)cc1, c1ccc(P(c2ccccc2)c2ccccc2)cc1. Yields the product CCCCc1ccc(C#Cc2ccc(N)cc2)cc1. RXN SMILES: [C:9](#[CH:10])[c:11]1[cH:12][cH:13][c:14]([CH2:17][CH2:18][CH2:19][CH3:20])[cH:15][cH:16]1.[CH3:21][C:22]#[N:23].[Cu:24][I:25].[I:1][c:2]1[cH:3][cH:4][c:5]([NH2:6])[cH:7][cH:8]1.[Pd:26]([Cl:27])[Cl:28].[c:29]1([P:30]([c:31]2[cH:32][cH:33][cH:34][cH:35][cH:36]2)[c:37]2[cH:38][cH:39][cH:40][cH:41][cH:42]2)[cH:43][cH:44][cH:45][cH:46][cH:47]1.[c:48]1([P:49]([c:50]2[cH:51][cH:52][cH:53][cH:54][cH:55]2)[c:56]2[cH:57][cH:58][cH:59][cH:60][cH:61]2)[cH:62][cH:63][cH:64][cH:65][cH:66]1>>[c:2]1([C:10]#[C:9][c:11]2[cH:12][cH:13][c:14]([CH2:17][CH2:18][CH2:19][CH3:20])[cH:15][cH:16]2)[cH:3][cH:4][c:5]([NH2:6])[cH:7][cH:8]1. The reactants are Br, O=C([O-])[O-], CN(C)C=O, [K+], [K+], NCCc1ccccc1O, O=C(O)C=Cc1cccnc1. The product is O=C(C=Cc1cccnc1)NCCc1ccccc1O. Reaction SMILES: [BrH:18].[C:12](=[O:13])([O-:14])[O-:15].[CH3:29][N:30]([CH3:31])[CH:32]=[O:33].[K+:16].[K+:17].[OH:19][c:20]1[c:21]([CH2:22][CH2:23][NH2:24])[cH:25][cH:26][cH:27][cH:28]1.[n:1]1[cH:2][c:3]([CH:7]=[CH:8][C:9](=[O:10])[OH:11])[cH:4][cH:5][cH:6]1>>[n:1]1[cH:2][c:3]([CH:7]=[CH:8][C:9](=[O:11])[NH:24][CH2:23][CH2:22][c:21]2[c:20]([OH:19])[cH:28][cH:27][cH:26][cH:25]2)[cH:4][cH:5][cH:6]1. The reactants are CO, [Li+], CCOC(=O)C1CCC2(CC1)OCCO2, [OH-]. The product is O=C(O)C1CCC2(CC1)OCCO2. As a reaction SMILES: [CH3:18][OH:19].[Li+:17].[O:1]1[CH2:2][CH2:3][O:4][C:5]12[CH2:6][CH2:7][CH:8]([C:11](=[O:12])[O:13][CH2:14][CH3:15])[CH2:9][CH2:10]2.[OH-:16]>>[O:1]1[CH2:2][CH2:3][O:4][C:5]12[CH2:6][CH2:7][CH:8]([C:11](=[O:12])[OH:13])[CH2:9][CH2:10]2.